Dataset: the Open Reaction Database (ORD), a public repository of structured organic reaction records. Task: describe an organic reaction: reactants, conditions, products, and yield The reactants are CO, COC(=O)C1CC(F)(F)CN1C(=O)OCc1ccccc1, [Na+], [OH-]. Yields the product O=C(O)C1CC(F)(F)CN1C(=O)OCc1ccccc1. RXN SMILES: [CH3:24][OH:25].[F:1][C:2]1([F:21])[CH2:3][CH:4]([C:17](=[O:18])[O:19][CH3:20])[N:5]([C:7](=[O:8])[O:9][CH2:10][c:11]2[cH:12][cH:13][cH:14][cH:15][cH:16]2)[CH2:6]1.[Na+:23].[OH-:22]>>[F:1][C:2]1([F:21])[CH2:3][CH:4]([C:17](=[O:18])[OH:19])[N:5]([C:7](=[O:8])[O:9][CH2:10][c:11]2[cH:12][cH:13][cH:14][cH:15][cH:16]2)[CH2:6]1. The reactants are C(C)OP(OCC)(=O)C(=C)P(OCC)(OCC)=O (Ethenylidenebisphosphonic acid tetraethyl ester), C(C1=CC=CC=C1)(=O)CC(C1=CC=CC=C1)=O (dibenzoyl methane), C1CCC2=NCCCN2CC1 (DBU). Solvent: C1CCOC1 (THF), C(C)(=O)OCC (ethyl acetate). Yields the product C(C)OP(OCC)(=O)C(CC(C(C1=CC=CC=C1)=O)C(C1=CC=CC=C1)=O)P(OCC)(OCC)=O ((3,3-Dibenzoylpropylidene)bisphosphonic acid tetraethyl ester). Reaction SMILES: [CH2:1]([O:3][P:4]([C:9]([P:11](=[O:18])([O:15][CH2:16][CH3:17])[O:12][CH2:13][CH3:14])=[CH2:10])(=[O:8])[O:5][CH2:6][CH3:7])[CH3:2].[C:19]([CH2:27][C:28](=[O:35])[C:29]1[CH:34]=[CH:33][CH:32]=[CH:31][CH:30]=1)(=[O:26])[C:20]1[CH:25]=[CH:24][CH:23]=[CH:22][CH:21]=1.C1CCN2C(=NCCC2)CC1>C1COCC1.C(OCC)(=O)C>[CH2:16]([O:15][P:11]([CH:9]([P:4](=[O:8])([O:5][CH2:6][CH3:7])[O:3][CH2:1][CH3:2])[CH2:10][CH:27]([C:19](=[O:26])[C:20]1[CH:25]=[CH:24][CH:23]=[CH:22][CH:21]=1)[C:28](=[O:35])[C:29]1[CH:34]=[CH:33][CH:32]=[CH:31][CH:30]=1)(=[O:18])[O:12][CH2:13][CH3:14])[CH3:17]. Procedure details: Ethenylidenebisphosphonic acid tetraethyl ester (I, 3.00 g), dibenzoyl methane (II, 2.30 g), and DBU (0.25 ml) are heated to 50° in THF (20 ml) for 15 min. The reaction mixture is cooled, diluted with ethyl acetate, filtered through magnesium sulfate and concentrated under reduced pressure. The concentrate is chromatographed eluting with ethyl acetate, ethyl acetate/acetone (1/1). The appropriate fractions are pooled and concentrated to give the title compound, MS (m/e) 524 (M+), 419, 387, 373, ... Starting materials: C(CCCCCCCCC#C)(=O)O (10-Undecynoic acid), cuprous chloride, IC#CCCCCCCCCCC (1-iodo-1-dodecyne), [OH-].[K+] (KOH), Cl.NO (hydroxylamine hydrochloride), Cl (HCl). Solvent: CO (methanol), C(C)N (ethylamine), O (water). Yields the product C(CCCCCCCCC#CC#CCCCCCCCCCC)(=O)O (Tricosa-10,12-diynoic acid). As a reaction SMILES: [C:1]([OH:13])(=[O:12])[CH2:2][CH2:3][CH2:4][CH2:5][CH2:6][CH2:7][CH2:8][CH2:9][C:10]#[CH:11].[OH-].[K+].Cl.NO.I[C:20]#[C:21][CH2:22][CH2:23][CH2:24][CH2:25][CH2:26][CH2:27][CH2:28][CH2:29][CH2:30][CH3:31].Cl>O.C(N)C.CO>[C:1]([OH:13])(=[O:12])[CH2:2][CH2:3][CH2:4][CH2:5][CH2:6][CH2:7][CH2:8][CH2:9][C:10]#[C:11][C:20]#[C:21][CH2:22][CH2:23][CH2:24][CH2:25][CH2:26][CH2:27][CH2:28][CH2:29][CH2:30][CH3:31] |f:1.2,3.4|. Procedure: 10-Undecynoic acid (21.8 g, 0.120 mol) was neutralized with a solution of 57 mL 10 percent KOH in water and hydroxylamine hydrochloride (0.380 g) was added. Then a catalyst consisting of a solution of 1.9 g cuprous chloride in 16 g 70 percent aqueous ethylamine was added. A yellow precipitate formed immediately. A solution of the crude 1-iodo-1-dodecyne in 40 mL methanol was then added dropwise with stirring. The suspension was stirred for one hour after the addition. The reaction mixture was ac... Reactants: COC1=CC=C(C=C1)C1=C(C2=C(S1)C=C(C=C2)OC)C2=CC(=CC=C2)O (2-(4-Methoxyphenyl)-3-(3-hydroxyphenyl)-6-methoxybenzo[b]thiophene), BrCCCCBr (1,4-dibromobutane). The solvent is CC(CC)=O (2-butanone). Product: COC1=CC=C(C=C1)C1=C(C2=C(S1)C=C(C=C2)OC)C2=CC(=CC=C2)CCCCBr (2-(4-Methoxyphenyl)-3-[3-(4-bromobutyl)phenyl]-6-methoxybenzo[b]thiophene). RXN SMILES: [CH3:1][O:2][C:3]1[CH:8]=[CH:7][C:6]([C:9]2[S:13][C:12]3[CH:14]=[C:15]([O:18][CH3:19])[CH:16]=[CH:17][C:11]=3[C:10]=2[C:20]2[CH:25]=[CH:24][CH:23]=[C:22](O)[CH:21]=2)=[CH:5][CH:4]=1.[Br:27][CH2:28][CH2:29][CH2:30][CH2:31]Br>CC(=O)CC>[CH3:1][O:2][C:3]1[CH:8]=[CH:7][C:6]([C:9]2[S:13][C:12]3[CH:14]=[C:15]([O:18][CH3:19])[CH:16]=[CH:17][C:11]=3[C:10]=2[C:20]2[CH:25]=[CH:24][CH:23]=[C:22]([CH2:31][CH2:30][CH2:29][CH2:28][Br:27])[CH:21]=2)=[CH:5][CH:4]=1. Reported procedure: A slurry of 4.04 g (11 mmol) of 2-(4-Methoxyphenyl)-3-(3-hydroxyphenyl)-6-methoxybenzo[b]thiophene, 1,4-dibromobutane 26.3 mL (220 mmol), and 3.5 g (25.3 mmol) of K2 CO3 in 200 mL of 2-butanone was preapared. The reaction mixture was heated to reflux for two hours, then filtered, and evaporated to dryness. The resulting oil was chromatographed on a silica gel column eluted with a linear gradient begining with EtOAc-hexane (1:9) (v/v) and ending with EtOAc-hexane (1:4) (v/v). The desired fraction... Starting materials: CN1CC(CN)Oc2ccccc21, CCO, COc1nc(Cl)cc(Cl)n1, [Na+], O=C([O-])O. Product: COc1nc(Cl)cc(NCC2CN(C)c3ccccc3O2)n1. RXN SMILES: [CH3:11][N:12]1[CH2:13][CH:14]([CH2:22][NH2:23])[O:15][c:16]2[c:17]1[cH:18][cH:19][cH:20][cH:21]2.[CH3:29][CH2:30][OH:31].[Cl:1][c:2]1[n:3][c:4]([O:9][CH3:10])[n:5][c:6]([Cl:8])[cH:7]1.[Na+:28].[O-:24][C:25]([OH:26])=[O:27]>>[c:2]1([NH:23][CH2:22][CH:14]2[CH2:13][N:12]([CH3:11])[c:17]3[c:16]([cH:21][cH:20][cH:19][cH:18]3)[O:15]2)[n:3][c:4]([O:9][CH3:10])[n:5][c:6]([Cl:8])[cH:7]1.